From a dataset of the Open Reaction Database (ORD), a public repository of structured organic reaction records. describe an organic reaction: reactants, conditions, products, and yield The reactants are CC1(CNCC2=CC(=CC=C12)N)C (4,4-dimethyl-1,2,3,4-tetrahydroisoquinolin-7-amine), ClC1=NC=C2C(=N1)N(C(N(C2=N)C2=C(C=CC=C2Cl)Cl)=O)C (7-chloro-3-(2,6-dichlorophenyl)-4-imino-1-methyl-3,4-dihydropyrimido[4,5-d]pyrimidin-2(1H)-one), ClC1=NC=C2C(=N1)NC(N(C2=N)C2=C(C=CC=C2Cl)Cl)=O (7-chloro-3-(2,6-dichlorophenyl)-4-imino-3,4-dihydropyrimido[4,5-d]pyrimidin-2(1H)-one). Product: ClC1=C(C(=CC=C1)Cl)N1C(N(C2=NC(=NC=C2C1=N)NC1=CC=C2C(CNCC2=C1)(C)C)C)=O (3-(2,6-dichlorophenyl)-7-{[4,4-dimethyl-1,2,3,4-tetrahydroisoquinolin-7-yl]amino}-4-imino-1-methyl-3,4-dihydropyrimido[4,5-d]pyrimidin-2(1H)-one). RXN SMILES: [CH3:1][C:2]1([CH3:13])[C:11]2[C:6](=[CH:7][C:8]([NH2:12])=[CH:9][CH:10]=2)[CH2:5][NH:4][CH2:3]1.Cl[C:15]1[N:20]=[C:19]2[N:21]([CH3:35])[C:22](=[O:34])[N:23]([C:26]3[C:31]([Cl:32])=[CH:30][CH:29]=[CH:28][C:27]=3[Cl:33])[C:24](=[NH:25])[C:18]2=[CH:17][N:16]=1.ClC1N=C2NC(=O)N(C3C(Cl)=CC=CC=3Cl)C(=N)C2=CN=1>>[Cl:32][C:31]1[CH:30]=[CH:29][CH:28]=[C:27]([Cl:33])[C:26]=1[N:23]1[C:24](=[NH:25])[C:18]2[C:19](=[N:20][C:15]([NH:12][C:8]3[CH:7]=[C:6]4[C:11]([C:2]([CH3:13])([CH3:1])[CH2:3][NH:4][CH2:5]4)=[CH:10][CH:9]=3)=[N:16][CH:17]=2)[N:21]([CH3:35])[C:22]1=[O:34]. Procedure details: 160 mg of the entitled compound was obtained as a white solid according to the same method as in Example 2, for which, however, 4,4-dimethyl-1,2,3,4-tetrahydroisoquinolin-7-amine was used in place of 2,4,4-trimethyl-1,2,3,4-tetrahydroisoquinolin-7-amine in Example 2, and 7-chloro-3-(2,6-dichlorophenyl)-4-imino-1-methyl-3,4-dihydropyrimido[4,5-d]pyrimidin-2(1H)-one obtained in Production Example 7 was used in place of 7-chloro-3-(2,6-dichlorophenyl)-4-imino-3,4-dihydropyrimido[4,5-d]pyrimidin-2(1... The reactants are Cc1ccc(Oc2ccc([N+](=O)[O-])cn2)cc1NC(=O)c1cccc(C(C)(C)C#N)c1, CCO, [Ca+2], [Cl-], [Cl-], [Fe]. Product: Cc1ccc(Oc2ccc(N)cn2)cc1NC(=O)c1cccc(C(C)(C)C#N)c1. RXN SMILES: [C:1](#[N:2])[C:3]([CH3:4])([CH3:5])[c:6]1[cH:7][c:8]([C:9](=[O:10])[NH:11][c:12]2[c:13]([CH3:28])[cH:14][cH:15][c:16]([O:18][c:19]3[n:20][cH:21][c:22]([N+:25]([O-:26])=[O:27])[cH:23][cH:24]3)[cH:17]2)[cH:29][cH:30][cH:31]1.[CH3:35][CH2:36][OH:37].[Ca+2:34].[Cl-:32].[Cl-:33].[Fe:38]>>[C:1](#[N:2])[C:3]([CH3:4])([CH3:5])[c:6]1[cH:7][c:8]([C:9](=[O:10])[NH:11][c:12]2[c:13]([CH3:28])[cH:14][cH:15][c:16]([O:18][c:19]3[n:20][cH:21][c:22]([NH2:25])[cH:23][cH:24]3)[cH:17]2)[cH:29][cH:30][cH:31]1. The reactants are BrC1=C(C=C(C=C1)Br)C (2,5-dibromotoluene), C1CC(=O)N(C1=O)Br (NBS). The reagents and catalysts are C(C1=CC=CC=C1)OOCC1=CC=CC=C1 (benzyl peroxide). Run in C(Cl)(Cl)(Cl)Cl (carbon tetrachloride). Conditions: time 24 hour. Yields the product BrC1=C(CBr)C=C(C=C1)Br (2.5-dibromobenzyl bromide). Isolated yield 55.2%. Reaction SMILES: [Br:1][C:2]1[CH:7]=[CH:6][C:5]([Br:8])=[CH:4][C:3]=1[CH3:9].C1C(=O)N([Br:17])C(=O)C1>C(Cl)(Cl)(Cl)Cl.C(OOCC1C=CC=CC=1)C1C=CC=CC=1>[Br:1][C:2]1[CH:7]=[CH:6][C:5]([Br:8])=[CH:4][C:3]=1[CH2:9][Br:17]. Procedure: To a solution of 75 g (0.3 mol) of 2,5-dibromotoluene in 1 L of carbon tetrachloride was added 58.73 g (0.33 mol) of NBS and 50 mg of benzyl peroxide, and the resulting mixture was refluxed with stirring for 24 h. The mixture was cooled, and concentrated in vacuo. The residue was crystallized from hot methanol and washed with hexane to afford 54.5 g (55.7%) of 2.5-dibromobenzyl bromide as a solid. Reactants: O (water), ClC1=CC=C(OC2=C(C(=NN2C)C)C=NO)C=C1 (5-(4-chlorophenoxy)-1,3-dimethyl-pyrazole-4-carbaldehyde oxime), BrCC1=C(C(=O)OC)C=CC=C1 (methyl 2-bromomethylbenzoate), [OH-].[Na+] (sodium hydroxide). The solvent is CN(C=O)C (dimethylformamide). Run at time 5 hour. Product: ClC1=CC=C(OC2=C(C(=NN2C)C)C=NOCC2=C(C(=O)OC)C=CC=C2)C=C1 (Methyl 2-[{5-(4-chlorophenoxy)-1,3-dimethylpyrazol-4-yl}methyleneaminoxymethyl]benzoate). Yield: 64.0%. As a reaction SMILES: [Cl:1][C:2]1[CH:18]=[CH:17][C:5]([O:6][C:7]2[N:11]([CH3:12])[N:10]=[C:9]([CH3:13])[C:8]=2[CH:14]=[N:15][OH:16])=[CH:4][CH:3]=1.[OH-].[Na+].Br[CH2:22][C:23]1[CH:32]=[CH:31][CH:30]=[CH:29][C:24]=1[C:25]([O:27][CH3:28])=[O:26].O>CN(C)C=O>[Cl:1][C:2]1[CH:3]=[CH:4][C:5]([O:6][C:7]2[N:11]([CH3:12])[N:10]=[C:9]([CH3:13])[C:8]=2[CH:14]=[N:15][O:16][CH2:22][C:23]2[CH:32]=[CH:31][CH:30]=[CH:29][C:24]=2[C:25]([O:27][CH3:28])=[O:26])=[CH:17][CH:18]=1 |f:1.2|. Procedure: 2.0 Grams (0.00755 mole) of 5-(4-chlorophenoxy)-1,3-dimethyl-pyrazole-4-carbaldehyde oxime was dissolved in 20 ml of dimethylformamide, and after adding 0.5 g (0.0125 mole) of powdery sodium hydroxide, the resulting mixture was thoroughly stirred. To this solution was added 1.73 g (0.00755 mole) of methyl 2-bromomethylbenzoate, and reaction was carried out at from 70° to 80° C. for 5 hours. After completion of the reaction, water was added to the reaction solution which was then extracted with e...